Dataset: the Open Reaction Database (ORD), a public repository of structured organic reaction records. Task: describe an organic reaction: reactants, conditions, products, and yield The reactants are ClC=1N=CC(=NC1)C(=O)OC (methyl 5-chloropyrazine-2-carboxylate), Cl.BrC1=C(OC2CNC2)C=C(C=C1)F (3-(2-bromo-5-fluorophenoxy)azetidine hydrochloride salt), C([O-])([O-])=O.[K+].[K+] (potassium carbonate). Solvent: O1CCOCC1 (dioxane). Reaction conditions: temperature 100 celsius, time 4 hour. Product: BrC1=C(OC2CN(C2)C=2N=CC(=NC2)C(=O)OC)C=C(C=C1)F (Methyl 5-[3-(2-bromo-5-fluorophenoxy)azetidin-1-yl]pyrazine-2-carboxylate). RXN SMILES: Cl[C:2]1[N:3]=[CH:4][C:5]([C:8]([O:10][CH3:11])=[O:9])=[N:6][CH:7]=1.Cl.[Br:13][C:14]1[CH:24]=[CH:23][C:22]([F:25])=[CH:21][C:15]=1[O:16][CH:17]1[CH2:20][NH:19][CH2:18]1.C(=O)([O-])[O-].[K+].[K+]>O1CCOCC1>[Br:13][C:14]1[CH:24]=[CH:23][C:22]([F:25])=[CH:21][C:15]=1[O:16][CH:17]1[CH2:20][N:19]([C:2]2[N:3]=[CH:4][C:5]([C:8]([O:10][CH3:11])=[O:9])=[N:6][CH:7]=2)[CH2:18]1 |f:1.2,3.4.5|. Procedure details: To a mixture of methyl 5-chloropyrazine-2-carboxylate (0.47 g, 2.7 mmol), 3-(2-bromo-5-fluorophenoxy)azetidine hydrochloride salt (0.80 g, 3.2 mmol) and potassium carbonate (0.75 g, 5.42 mmol) in dioxane (13 mL) was heated at 100° C. After a period of 4 h, the reaction mixture was partitioned between ethyl acetate and saturated ammonium chloride. The organic phase was separated, dried over sodium sulfate, filtered and evaporated under reduced pressure. The resulting solid was taken in ether and ...